From a dataset of the Open Reaction Database (ORD), a public repository of structured organic reaction records. describe an organic reaction: reactants, conditions, products, and yield The reactants are COC([C@@H](NC(C1=C(C=C(C=C1)C=CC=1C=NC=CC1Cl)C1=C(C=CC=C1)C)=O)CCSC)=O (N-[4-(2-(4-chloropyridin-3-yl)ethenyl)-2-(2-methylphenyl)benzoyl]methionine methyl ester), C[O-].[Na+] (NaOMe). The solvent is CN(C)C=O (DMF). Run at time 18 hour. Yields the product [Na+].COC1=C(C=NC=C1)C=CC1=CC(=C(C(=O)N[C@@H](CCSC)C(=O)[O-])C=C1)C1=C(C=CC=C1)C (N-[4-(2-(4-Methoxypyridin-3-yl)ethenyl)-2-(2-methylphenyl)benzoyl]methionine Sodium Salt). RXN SMILES: C[O:2][C:3](=[O:34])[C@H:4]([CH2:30][CH2:31][S:32][CH3:33])[NH:5][C:6](=[O:29])[C:7]1[CH:12]=[CH:11][C:10]([CH:13]=[CH:14][C:15]2[CH:16]=[N:17][CH:18]=[CH:19][C:20]=2Cl)=[CH:9][C:8]=1[C:22]1[CH:27]=[CH:26][CH:25]=[CH:24][C:23]=1[CH3:28].[CH3:35][O-:36].[Na+:37]>CN(C=O)C>[Na+:37].[CH3:35][O:36][C:20]1[CH:19]=[CH:18][N:17]=[CH:16][C:15]=1[CH:14]=[CH:13][C:10]1[CH:11]=[CH:12][C:7]([C:6]([NH:5][C@H:4]([C:3]([O-:34])=[O:2])[CH2:30][CH2:31][S:32][CH3:33])=[O:29])=[C:8]([C:22]2[CH:27]=[CH:26][CH:25]=[CH:24][C:23]=2[CH3:28])[CH:9]=1 |f:1.2,4.5|. Procedure details: N-[4-(2-(4-chloropyridin-3-yl)ethenyl)-2-(2-methylphenyl)benzoyl]methionine methyl ester, prepared as in Example 1040, (62 mg, 0.12 mmol) was dissolved in DMF (1 mL) and treated with NaOMe (0.5 M in MeOH, 1.25 mL, 0.63 mmol). After stirring 18 hours at ambient temperature, the reaction was evaporated and lyophilized from water to provide 68 mg of the title compound. MS m/e 477 (M+H)+. Yields the product C1(=CC=CC=C1)C(N1C(C2(C3=CC=CC=C13)COC1=C2C=C(C(=C1)F)F)=O)C1=CC=CC=C1 (1′-(diphenylmethyl)-5,6-difluorospiro[1-benzofuran-3,3′-indol]-2′(1′H)-one). Reported procedure: Following the procedure as described in EXAMPLE 2 and making non-critical variations using 3-(4,5-difluoro-2-hydroxyphenyl)-1-(diphenylmethyl)-1,3-dihydro-2H-indol-2-one to replace 1-(diphenylmethyl)-3-(2-hydroxy-4-methoxy-5-methylphenyl)-1,3-dihydro-2H-indol-2-one, 1′-(diphenylmethyl)-5,6-difluorospiro[1-benzofuran-3,3′-indol]-2′(1′H)-one was obtained (70%) as a colorless solid: mp 213-216° C.; 1H NMR (300 MHz, CDCl3) δ 7.41-7.26 (m, 10H), 7.15-7.12 (m, 1H), 7.08-6.97 (m, 3H), 6.78 (dd, J=10.5,... Starting materials: FC1=CC(=C(C=C1F)C1C(N(C2=CC=CC=C12)C(C1=CC=CC=C1)C1=CC=CC=C1)=O)O (3-(4,5-difluoro-2-hydroxyphenyl)-1-(diphenylmethyl)-1,3-dihydro-2H-indol-2-one), C1(=CC=CC=C1)C(N1C(C(C2=CC=CC=C12)C1=C(C=C(C(=C1)C)OC)O)=O)C1=CC=CC=C1 (1-(diphenylmethyl)-3-(2-hydroxy-4-methoxy-5-methylphenyl)-1,3-dihydro-2H-indol-2-one). Reaction SMILES: [F:1][C:2]1[C:7]([F:8])=[CH:6][C:5]([CH:9]2[C:17]3[C:12](=[CH:13][CH:14]=[CH:15][CH:16]=3)[N:11]([CH:18]([C:25]3[CH:30]=[CH:29][CH:28]=[CH:27][CH:26]=3)[C:19]3[CH:24]=[CH:23][CH:22]=[CH:21][CH:20]=3)[C:10]2=[O:31])=[C:4]([OH:32])[CH:3]=1.[C:33]1(C(C2C=CC=CC=2)N2C3C(=CC=CC=3)C(C3C=C(C)C(OC)=CC=3O)C2=O)C=CC=CC=1>>[C:19]1([CH:18]([C:25]2[CH:26]=[CH:27][CH:28]=[CH:29][CH:30]=2)[N:11]2[C:12]3[C:17](=[CH:16][CH:15]=[CH:14][CH:13]=3)[C:9]3([C:5]4[CH:6]=[C:7]([F:8])[C:2]([F:1])=[CH:3][C:4]=4[O:32][CH2:33]3)[C:10]2=[O:31])[CH:24]=[CH:23][CH:22]=[CH:21][CH:20]=1.